From a dataset of the Open Reaction Database (ORD), a public repository of structured organic reaction records. describe an organic reaction: reactants, conditions, products, and yield Reactants: CCO, O, CC(c1ccccc1)(c1ccccc1)C(O)C(N)=O. Yields the product CCOC(=O)C(O)C(C)(c1ccccc1)c1ccccc1. Reaction SMILES: [CH3:20][CH2:21][OH:22].[OH2:23].[OH:1][CH:2]([C:3](=[O:4])[NH2:5])[C:6]([CH3:7])([c:8]1[cH:9][cH:10][cH:11][cH:12][cH:13]1)[c:14]1[cH:15][cH:16][cH:17][cH:18][cH:19]1>>[OH:1][CH:2]([C:3](=[O:4])[O:22][CH2:21][CH3:20])[C:6]([CH3:7])([c:8]1[cH:9][cH:10][cH:11][cH:12][cH:13]1)[c:14]1[cH:15][cH:16][cH:17][cH:18][cH:19]1. Product: Cn1ccnc1CN1C(=O)c2ccccc2C1=O. Starting materials: O=C1NC(=O)c2ccccc21, CC(C)(C)[O-], Cn1ccnc1CCl, Cl, [K], [Na+], CN(C)C=O, O. RXN SMILES: [C:16]1(=[O:26])[c:17]2[c:18]([cH:22][cH:23][cH:24][cH:25]2)[C:19](=[O:21])[NH:20]1.[CH3:10][C:11]([CH3:12])([O-:13])[CH3:14].[Cl:2][CH2:3][c:4]1[n:5]([CH3:9])[cH:6][cH:7][n:8]1.[ClH:1].[K:27].[Na+:15].[O:29]=[CH:30][N:31]([CH3:32])[CH3:33].[OH2:28]>>[CH2:3]([c:4]1[n:5]([CH3:9])[cH:6][cH:7][n:8]1)[N:20]1[C:16](=[O:26])[c:17]2[c:18]([cH:22][cH:23][cH:24][cH:25]2)[C:19]1=[O:21]. Starting materials: O=C([O-])O, CO, BrC1CCCCCC1, [Na+], c1c[nH]cn1. The product is c1cn(C2CCCCCC2)cn1. Reaction SMILES: [C:14](=[O:15])([OH:16])[O-:17].[CH3:19][OH:20].[CH:1]1([Br:8])[CH2:2][CH2:3][CH2:4][CH2:5][CH2:6][CH2:7]1.[Na+:18].[nH:9]1[cH:10][n:11][cH:12][cH:13]1>>[CH:1]1([n:9]2[cH:10][n:11][cH:12][cH:13]2)[CH2:2][CH2:3][CH2:4][CH2:5][CH2:6][CH2:7]1.